Dataset: the Open Reaction Database (ORD), a public repository of structured organic reaction records. Task: describe an organic reaction: reactants, conditions, products, and yield The reactants are CC(C)(C)OC(=O)N(Cc1nc2c(-c3cnc4ccc(F)cc4c3)cnn2c(N(COCC[Si](C)(C)C)COCC[Si](C)(C)C)c1Br)C1(CO)CC1, ClCCl. RXN SMILES: [CH3:1][Si:2]([CH2:3][CH2:4][O:5][CH2:6][N:7]([c:8]1[c:9]([Br:42])[c:10]([CH2:28][N:29]([C:30]([O:31][C:32]([CH3:33])([CH3:34])[CH3:35])=[O:36])[C:37]2([CH2:40][OH:41])[CH2:38][CH2:39]2)[n:11][c:12]2[n:13]1[n:14][cH:15][c:16]2-[c:17]1[cH:18][n:19][c:20]2[cH:21][cH:22][c:23]([F:27])[cH:24][c:25]2[cH:26]1)[CH2:43][O:44][CH2:45][CH2:46][Si:47]([CH3:48])([CH3:49])[CH3:50])([CH3:51])[CH3:52].[Cl:53][CH2:54][Cl:55]>>[CH3:1][Si:2]([CH2:3][CH2:4][O:5][CH2:6][N:7]([c:8]1[c:9]([Br:42])[c:10]([CH2:28][N:29]([C:30]([O:31][C:32]([CH3:33])([CH3:34])[CH3:35])=[O:36])[C:37]2([CH2:40][O:41][CH3:54])[CH2:38][CH2:39]2)[n:11][c:12]2[n:13]1[n:14][cH:15][c:16]2-[c:17]1[cH:18][n:19][c:20]2[cH:21][cH:22][c:23]([F:27])[cH:24][c:25]2[cH:26]1)[CH2:43][O:44][CH2:45][CH2:46][Si:47]([CH3:48])([CH3:49])[CH3:50])([CH3:51])[CH3:52]. The product is COCC1(N(Cc2nc3c(-c4cnc5ccc(F)cc5c4)cnn3c(N(COCC[Si](C)(C)C)COCC[Si](C)(C)C)c2Br)C(=O)OC(C)(C)C)CC1. Starting materials: BrC=1C=C2C(C(=O)N(C2=O)CC(C)C)=CC1 (4-bromo-N-isobutylphthalimide), O (water). Run in CO (methanol), [BH4-].[K+] (potassium borohydride). Run at temperature 20 celsius, time 16 hour. Yields the product BrC1=CC=C2C(N(C(C2=C1)=O)CC(C)C)O (6-bromo-3-hydroxy-2-isobutyl-2,3-dihydroisoindol-1-one), BrC=1C=C2C(N(C(C2=CC1)=O)CC(C)C)O (5-bromo-3-hydroxy-2-isobutyl-2,3-dihydroisoindol-1-one). The yield is 199.4%. As a reaction SMILES: [Br:1][C:2]1[CH:3]=[C:4]2[C:9](=[O:10])[N:8]([CH2:11][CH:12]([CH3:14])[CH3:13])[C:6](=[O:7])[C:5]2=[CH:15][CH:16]=1.O>CO.[BH4-].[K+]>[Br:1][C:2]1[CH:3]=[C:4]2[C:5]([CH:6]([OH:7])[N:8]([CH2:11][CH:12]([CH3:13])[CH3:14])[C:9]2=[O:10])=[CH:15][CH:16]=1.[Br:1][C:2]1[CH:3]=[C:4]2[C:5](=[CH:15][CH:16]=1)[C:6](=[O:7])[N:8]([CH2:11][CH:12]([CH3:13])[CH3:14])[CH:9]2[OH:10] |f:3.4|. Reported procedure: 5-Bromo-3-hydroxy-2-isobutyl-2,3-dihydroisoindol-1-one and 6-bromo-3-hydroxy-2-isobutyl-2,3-dihydroisoindol-1-one are prepared as described in Example 1, starting with 23.6 g of 4-bromo-N-isobutylphthalimide in 200 cm3 of methanol and 4.5 g of potassium borohydride. The reaction mixture is stirred at a temperature in the region of 20° C. for 16 hours and is then cooled to a temperature in the region of 0° C. and 175 cm3 of distilled water are added dropwise. The methanol is then partially evapor... The reactants are C(C)OC(=O)C=1C=NC=2N(C1O)N=CC2C2=CC=C(C=C2)C(C)(C)C2=CC=CC=C2 (6-ethoxycarbonyl-7-hydroxy-3-[4-(2-phenylpropan-2-yl)phenyl]pyrazolo[1,5-a]pyrimidine), [OH-].[Na+] (sodium hydroxide). The solvent is C(C)O (ethanol). The product is C(=O)(O)C=1C=NC=2N(C1O)N=CC2C2=CC=C(C=C2)C(C)(C)C2=CC=CC=C2 (6-carboxy-7-hydroxy-3-[4-(2-phenylpropan-2-yl) phenyl]pyrazolo[1,5-a]pyrimidine). Isolated yield 89.6%. Reaction SMILES: C([O:3][C:4]([C:6]1[CH:7]=[N:8][C:9]2[N:10]([N:13]=[CH:14][C:15]=2[C:16]2[CH:21]=[CH:20][C:19]([C:22]([C:25]3[CH:30]=[CH:29][CH:28]=[CH:27][CH:26]=3)([CH3:24])[CH3:23])=[CH:18][CH:17]=2)[C:11]=1[OH:12])=[O:5])C.[OH-].[Na+]>C(O)C>[C:4]([C:6]1[CH:7]=[N:8][C:9]2[N:10]([N:13]=[CH:14][C:15]=2[C:16]2[CH:21]=[CH:20][C:19]([C:22]([C:25]3[CH:30]=[CH:29][CH:28]=[CH:27][CH:26]=3)([CH3:24])[CH3:23])=[CH:18][CH:17]=2)[C:11]=1[OH:12])([OH:5])=[O:3] |f:1.2|. Procedure: To a solution of 6-ethoxycarbonyl-7-hydroxy-3-[4-(2-phenylpropan-2-yl)phenyl]pyrazolo[1,5-a]pyrimidine (1.2 g) in ethanol (20 ml) was added 5N sodium hydroxide solution (3.0 ml), and the mixture was heated and refluxed for 20 hours. The solvent was distilled away under reduced pressure, and thereto was added water (100 ml) under ice-cooling. The mixture was adjusted to acid with 10% hydrochloric acid, and the precipitate was separated by filtraltion, washed with water to give the title compound ... Starting materials: Cl.NO (hydroxylamine hydrochloride), C(C(C)C)C1=NC(=CC(=C1)C(C)=O)C (1-(2-isobutyl-6-methyl-pyridin-4-yl)-ethanone), CO (MeOH). Run in O (water), [OH-].[Na+] (NaOH). Reaction conditions: temperature 80 celsius, time 2 hour. The product is C(C(C)C)C1=NC(=CC(=C1)C(C)=NO)C (1-(2-isobutyl-6-methyl-pyridin-4-yl)-ethanone oxime). Yield: 86.9%. RXN SMILES: Cl.[NH2:2][OH:3].[CH2:4]([C:8]1[CH:13]=[C:12]([C:14](=O)[CH3:15])[CH:11]=[C:10]([CH3:17])[N:9]=1)[CH:5]([CH3:7])[CH3:6].CO>O.[OH-].[Na+]>[CH2:4]([C:8]1[CH:13]=[C:12]([C:14](=[N:2][OH:3])[CH3:15])[CH:11]=[C:10]([CH3:17])[N:9]=1)[CH:5]([CH3:7])[CH3:6] |f:0.1,5.6|. Procedure details: A solution of hydroxylamine hydrochloride (120 mg, 1.732 mmol) in water (0.5 mL) and 1 N aq. NaOH (1.2 mL) is added to 1-(2-isobutyl-6-methyl-pyridin-4-yl)-ethanone (276 mg, 1.44 mmol). The solution is stirred at 80° C. for 2 h and MeOH is added to maintain homogeneity of the mixture. The mixture is cooled to rt and the precipitate that forms is collected, washed with water and dried in vacuo to give 1-(2-isobutyl-6-methyl-pyridin-4-yl)-ethanone oxime (258 mg) as a white solid; 1H NMR (D6-DMSO):... Starting materials: CO, COC(=O)c1cccc(C2=C(C=O)CCc3ccccc32)c1, Cl, NO. The product is COC(=O)c1cccc(C2=C(C=NO)CCc3ccccc32)c1. As a reaction SMILES: [CH3:26][OH:27].[CH:1](=[O:2])[C:3]1=[C:4]([c:13]2[cH:14][c:15]([C:16](=[O:17])[O:18][CH3:19])[cH:20][cH:21][cH:22]2)[c:5]2[cH:6][cH:7][cH:8][cH:9][c:10]2[CH2:11][CH2:12]1.[ClH:23].[NH2:24][OH:25]>>[CH:1]([C:3]1=[C:4]([c:13]2[cH:14][c:15]([C:16](=[O:17])[O:18][CH3:19])[cH:20][cH:21][cH:22]2)[c:5]2[cH:6][cH:7][cH:8][cH:9][c:10]2[CH2:11][CH2:12]1)=[N:24][OH:25]. Starting materials: IC1=CC=C(COC(CCC2=C(C(=C(OC(C(=O)OC(C)(C)C)(C)C)C=C2)Cl)Cl)C=2SC(=CC2)C2=CC=C(C=C2)C(F)(F)F)C=C1 (tert-butyl 2-(4-(3-(4-iodobenzyloxy)-3-(5-(4-(trifluoromethyl) phenyl)thien-2-yl)propyl)-2,3-dichlorophenoxy)-2-methylpropanoate), FC(C(=O)O)(F)F (trifluoroacetic acid). The product is IC1=CC=C(COC(CCC2=C(C(=C(OC(C(=O)O)(C)C)C=C2)Cl)Cl)C=2SC(=CC2)C2=CC=C(C=C2)C(F)(F)F)C=C1 (2-(4-(3-(4-Iodobenzyloxy)-3-(5-(4-(trifluoromethyl)phenyl)thien-2-yl)propyl)-2,3-dichlorophenoxy)-2-methylpropanoic acid). RXN SMILES: [I:1][C:2]1[CH:46]=[CH:45][C:5]([CH2:6][O:7][CH:8]([C:30]2[S:31][C:32]([C:35]3[CH:40]=[CH:39][C:38]([C:41]([F:44])([F:43])[F:42])=[CH:37][CH:36]=3)=[CH:33][CH:34]=2)[CH2:9][CH2:10][C:11]2[CH:27]=[CH:26][C:14]([O:15][C:16]([CH3:25])([CH3:24])[C:17]([O:19]C(C)(C)C)=[O:18])=[C:13]([Cl:28])[C:12]=2[Cl:29])=[CH:4][CH:3]=1.FC(F)(F)C(O)=O>>[I:1][C:2]1[CH:46]=[CH:45][C:5]([CH2:6][O:7][CH:8]([C:30]2[S:31][C:32]([C:35]3[CH:36]=[CH:37][C:38]([C:41]([F:42])([F:44])[F:43])=[CH:39][CH:40]=3)=[CH:33][CH:34]=2)[CH2:9][CH2:10][C:11]2[CH:27]=[CH:26][C:14]([O:15][C:16]([CH3:25])([CH3:24])[C:17]([OH:19])=[O:18])=[C:13]([Cl:28])[C:12]=2[Cl:29])=[CH:4][CH:3]=1. Procedure details: 2-(4-(3-(4-Iodobenzyloxy)-3-(5-(4-(trifluoromethyl)phenyl)thien-2-yl)propyl)-2,3-dichlorophenoxy)-2-methylpropanoic acid is prepared from tert-butyl 2-(4-(3-(4-iodobenzyloxy)-3-(5-(4-(trifluoromethyl) phenyl)thien-2-yl)propyl)-2,3-dichlorophenoxy)-2-methylpropanoate according to general procedure E using 10 equivalents of trifluoroacetic acid. Starting materials: COCCOC, [Li]CCCC, CCCCCC, COc1ccc(CN(C)c2ccc3c(c2)COC3=O)c(OC)c1, Cl, O=C1Cc2ccc(F)cc2N1, [Na+], [OH-], c1ccccc1. The product is COc1ccc(CN(C)c2ccc3c(c2)COC3=C2C(=O)Nc3cc(F)ccc32)c(OC)c1. As a reaction SMILES: [CH2:49]([CH2:50][O:51][CH3:52])[O:53][CH3:54].[CH3:12][CH2:13][CH2:14][CH2:15][Li:16].[CH3:17][CH2:18][CH2:19][CH2:20][CH2:21][CH3:22].[CH3:23][O:24][c:25]1[c:26]([CH2:27][N:28]([c:29]2[cH:30][c:31]3[c:35]([cH:36][cH:37]2)[C:34](=[O:38])[O:33][CH2:32]3)[CH3:39])[cH:40][cH:41][c:42]([O:44][CH3:45])[cH:43]1.[ClH:46].[F:1][c:2]1[cH:3][cH:4][c:5]2[c:9]([cH:10]1)[NH:8][C:7](=[O:11])[CH2:6]2.[Na+:48].[OH-:47].[cH:55]1[cH:56][cH:57][cH:58][cH:59][cH:60]1>>[F:1][c:2]1[cH:3][cH:4][c:5]2[c:9]([cH:10]1)[NH:8][C:7](=[O:11])[C:6]2=[C:34]1[O:33][CH2:32][c:31]2[cH:30][c:29]([N:28]([CH2:27][c:26]3[c:25]([O:24][CH3:23])[cH:43][c:42]([O:44][CH3:45])[cH:41][cH:40]3)[CH3:39])[cH:37][cH:36][c:35]21. The reactants are C(O)([O-])=O.[Na+] (sodium hydrogencarbonate), C(C)(C)N(CC)C(C)C (N,N-diisopropyl-N-ethylamine), CS(=O)(=O)OS(=O)(=O)C (methanesulfonic anhydride), OCC=1N(C(=C(N1)C(C)(C)O)C(=O)OCC)CC1=CC=C(C=C1)C1=C(C=CC=C1)C1=NN=NN1C(C1=CC=CC=C1)(C1=CC=CC=C1)C1=CC=CC=C1 (ethyl 2-hydroxymethyl-4-(1-hydroxy-1-methylethyl)-1-{4-[2-(trityltetrazol-5-yl)phenyl]phenyl}methylimidazole-5-carboxylate). The solvent is O1CCCC1 (tetrahydrofuran), C(C)(=O)OCC (ethyl acetate). Reaction conditions: time 1.5 hour. The product is OC(C)(C)C=1N=C(N(C1C(=O)OCC)CC1=CC=C(C=C1)C1=C(C=CC=C1)C1=NN=NN1C(C1=CC=CC=C1)(C1=CC=CC=C1)C1=CC=CC=C1)COS(=O)(=O)C (Ethyl 4-(1-hydroxy-1-methylethyl)-2-methanesulfonyloxymethyl-1-{4-[2-(trityltetrazol-5-yl)phenyl]phenyl}methylimidazole-5-carboxylate). The yield is 109.8%. RXN SMILES: C(N(C(C)C)CC)(C)C.[CH3:10][S:11]([O:14]S(C)(=O)=O)(=[O:13])=[O:12].O[CH2:20][C:21]1[N:22]([CH2:35][C:36]2[CH:41]=[CH:40][C:39]([C:42]3[CH:47]=[CH:46][CH:45]=[CH:44][C:43]=3[C:48]3[N:52]([C:53]([C:66]4[CH:71]=[CH:70][CH:69]=[CH:68][CH:67]=4)([C:60]4[CH:65]=[CH:64][CH:63]=[CH:62][CH:61]=4)[C:54]4[CH:59]=[CH:58][CH:57]=[CH:56][CH:55]=4)[N:51]=[N:50][N:49]=3)=[CH:38][CH:37]=2)[C:23]([C:30]([O:32][CH2:33][CH3:34])=[O:31])=[C:24]([C:26]([OH:29])([CH3:28])[CH3:27])[N:25]=1.C(=O)([O-])O.[Na+]>O1CCCC1.C(OCC)(=O)C>[OH:29][C:26]([C:24]1[N:25]=[C:21]([CH2:20][O:14][S:11]([CH3:10])(=[O:13])=[O:12])[N:22]([CH2:35][C:36]2[CH:37]=[CH:38][C:39]([C:42]3[CH:47]=[CH:46][CH:45]=[CH:44][C:43]=3[C:48]3[N:52]([C:53]([C:54]4[CH:59]=[CH:58][CH:57]=[CH:56][CH:55]=4)([C:66]4[CH:67]=[CH:68][CH:69]=[CH:70][CH:71]=4)[C:60]4[CH:61]=[CH:62][CH:63]=[CH:64][CH:65]=4)[N:51]=[N:50][N:49]=3)=[CH:40][CH:41]=2)[C:23]=1[C:30]([O:32][CH2:33][CH3:34])=[O:31])([CH3:28])[CH3:27] |f:3.4|. Procedure details: 0.371 ml of N,N-diisopropyl-N-ethylamine and then 0.371 g of methanesulfonic anhydride were added, under a nitrogen atmosphere, to a solution of 500 mg of ethyl 2-hydroxymethyl-4-(1-hydroxy-1-methylethyl)-1-{4-[2-(trityltetrazol-5-yl)phenyl]phenyl}methylimidazole-5-carboxylate [prepared as described in step (b) above] in 10 ml of tetrahydrofuran. The mixture was then stirred at room temperature for 1.5 hours, after which it was mixed with ethyl acetate and an aqueous solution of sodium hydrogenc... Reactants: CC[O-], CCO, O=C(O)c1ccnc(Cl)n1, Cl, [Na+]. Yields the product CCOc1nccc(C(=O)O)n1. Reaction SMILES: [CH3:13][CH2:14][O-:15].[CH3:16][CH2:17][OH:18].[Cl:1][c:2]1[n:3][cH:4][cH:5][c:6]([C:8](=[O:9])[OH:10])[n:7]1.[ClH:11].[Na+:12]>>[c:2]1([O:15][CH2:14][CH3:13])[n:3][cH:4][cH:5][c:6]([C:8](=[O:9])[OH:10])[n:7]1. Reactants: [BH4-], N#Cc1ccc(Oc2ccc(Br)c(COC3CCCCO3)c2)c(C=O)c1, CO, [Na+]. Product: N#Cc1ccc(Oc2ccc(Br)c(COC3CCCCO3)c2)c(CO)c1. As a reaction SMILES: [BH4-:27].[Br:1][c:2]1[c:3]([CH2:19][O:20][CH:21]2[O:22][CH2:23][CH2:24][CH2:25][CH2:26]2)[cH:4][c:5]([O:6][c:7]2[c:8]([CH:15]=[O:16])[cH:9][c:10]([C:11]#[N:12])[cH:13][cH:14]2)[cH:17][cH:18]1.[CH3:29][OH:30].[Na+:28]>>[Br:1][c:2]1[c:3]([CH2:19][O:20][CH:21]2[O:22][CH2:23][CH2:24][CH2:25][CH2:26]2)[cH:4][c:5]([O:6][c:7]2[c:8]([CH2:15][OH:16])[cH:9][c:10]([C:11]#[N:12])[cH:13][cH:14]2)[cH:17][cH:18]1.